The task is: describe an organic reaction: reactants, conditions, products, and yield. This data is from the Open Reaction Database (ORD), a public repository of structured organic reaction records. Starting materials: ClC1=CC=C(C(=O)C2CCN(CC2)C(=O)C=2C=NC(=CC2)N2S(CCC2)(=O)=O)C=C1 ([4-(4-chlorobenzoyl)piperidin-1-yl][6-(1,1-dioxo-1λ6-isothiazolidin-2-yl)pyridin-3-yl]methanone), CB(O)O (methylboronic acid). Yields the product O=S1(N(CCC1)C1=CC=C(C=N1)C(=O)N1CCC(CC1)C(C1=CC=C(C=C1)C)=O)=O ([6-(1,1-dioxo-1λ6-isothiazolidin-2-yl)pyridin-3-yl][4-(4-methylbenzoyl)piperidin-1-yl]methanone). Yield: 68.1%. Reaction SMILES: Cl[C:2]1[CH:30]=[CH:29][C:5]([C:6]([CH:8]2[CH2:13][CH2:12][N:11]([C:14]([C:16]3[CH:17]=[N:18][C:19]([N:22]4[CH2:26][CH2:25][CH2:24][S:23]4(=[O:28])=[O:27])=[CH:20][CH:21]=3)=[O:15])[CH2:10][CH2:9]2)=[O:7])=[CH:4][CH:3]=1.[CH3:31]B(O)O>>[O:27]=[S:23]1(=[O:28])[CH2:24][CH2:25][CH2:26][N:22]1[C:19]1[N:18]=[CH:17][C:16]([C:14]([N:11]2[CH2:12][CH2:13][CH:8]([C:6](=[O:7])[C:5]3[CH:29]=[CH:30][C:2]([CH3:31])=[CH:3][CH:4]=3)[CH2:9][CH2:10]2)=[O:15])=[CH:21][CH:20]=1. Reported procedure: Using [4-(4-chlorobenzoyl)piperidin-1-yl][6-(1,1-dioxo-1λ6-isothiazolidin-2-yl)pyridin-3-yl]methanone (194 mg) described in Example 116 and methylboronic acid (110 mg) and by the reaction and treatment in the same manner as in Example 115, the title compound (126 mg) was obtained. Procedure details: 2.5 ml of a 90% hydrazine hydrate are added to a solution of 3.0 g (9.3 mmoles) of 1-phthalimido-2-[N-methyl-N-(2,6-dimethylphenyl)-amino]-propane in 30 ml of ethanol, and the mixture is boiled for one hour. Next day the mixture is processed as described in Example 11, and the crude product is distilled under reduced pressure. 1.33 g (74.5%) of 1-amino-2-[N-methyl-N-(2,6-dimethylphenyl)-amino]-propane are obtained; b.p.: 97°-99° C./53.3 Pa. The monohydrochloride of the product, prepared as descr... Run at time 1 hour. RXN SMILES: O.NN.C1(=O)[N:8]([CH2:9][CH:10]([N:12]([CH3:21])[C:13]2[C:18]([CH3:19])=[CH:17][CH:16]=[CH:15][C:14]=2[CH3:20])[CH3:11])C(=O)C2=CC=CC=C12>C(O)C>[NH2:8][CH2:9][CH:10]([N:12]([CH3:21])[C:13]1[C:18]([CH3:19])=[CH:17][CH:16]=[CH:15][C:14]=1[CH3:20])[CH3:11] |f:0.1|. Isolated yield 74.4%. The solvent is C(C)O (ethanol). The product is NCC(C)N(C1=C(C=CC=C1C)C)C (1-amino-2-[N-methyl-N-(2,6-dimethylphenyl)-amino]-propane). The reactants are O.NN (hydrazine hydrate), C1(C=2C(C(N1CC(C)N(C1=C(C=CC=C1C)C)C)=O)=CC=CC2)=O (1-phthalimido-2-[N-methyl-N-(2,6-dimethylphenyl)-amino]-propane). Yields the product C=Cc1ccc(-n2c(C)cc(OCc3ccc(F)cc3F)cc2=O)c(C)c1. The reactants are Cc1cc(Br)ccc1-n1c(C)cc(OCc2ccc(F)cc2F)cc1=O, C=C[Sn](CCCC)(CCCC)CCCC, C1CCOC1. RXN SMILES: [Br:1][c:2]1[cH:3][c:4]([CH3:26])[c:5](-[n:8]2[c:9](=[O:25])[cH:10][c:11]([O:15][CH2:16][c:17]3[c:18]([F:24])[cH:19][c:20]([F:23])[cH:21][cH:22]3)[cH:12][c:13]2[CH3:14])[cH:6][cH:7]1.[CH2:27]([CH2:28][CH2:40][CH3:41])[Sn:29]([CH2:30][CH2:31][CH2:32][CH3:33])([CH2:34][CH2:35][CH2:36][CH3:37])[CH:38]=[CH2:39].[CH2:42]1[O:43][CH2:44][CH2:45][CH2:46]1>>[c:2]1([CH:27]=[CH2:28])[cH:3][c:4]([CH3:26])[c:5](-[n:8]2[c:9](=[O:25])[cH:10][c:11]([O:15][CH2:16][c:17]3[c:18]([F:24])[cH:19][c:20]([F:23])[cH:21][cH:22]3)[cH:12][c:13]2[CH3:14])[cH:6][cH:7]1.